From a dataset of the Open Reaction Database (ORD), a public repository of structured organic reaction records. describe an organic reaction: reactants, conditions, products, and yield Reactants: ClC1=C2N=CN(C2=NC=N1)[C@@H]1O[C@@H]([C@@H]2[C@H]1OC(O2)(C)C)C=CS(=O)(=O)OCC (Ethyl 2-[(3aR,4R,6R,6aR)-6-(6-chloro-9H-purin-9-yl)-2,2-dimethyltetrahydrofuro[3,4-d][1,3]dioxol-4-yl]ethenesulfonate), C(C)O (ethanol), [BH4-].[Na+] (Sodium borohydride). Solvent: O (water), [Cl-].[NH4+] (ammonium chloride), O (water). Run at temperature 25 celsius, time 15 minute. Product: ClC1=C2N=CN(C2=NC=N1)[C@@H]1O[C@@H]([C@@H]2[C@H]1OC(O2)(C)C)CCS(=O)(=O)OCC (Ethyl 2-[(3aR,4R,6R,6aR)-6-(6-chloro-9H-purin-9-yl)-2,2-dimethyltetrahydrofuro[3,4-d][1,3]dioxol-4-yl]ethanesulfonate). The yield is 93.2%. Reaction SMILES: [Cl:1][C:2]1[N:10]=[CH:9][N:8]=[C:7]2[C:3]=1[N:4]=[CH:5][N:6]2[C@H:11]1[C@@H:15]2[O:16][C:17]([CH3:20])([CH3:19])[O:18][C@@H:14]2[C@@H:13]([CH:21]=[CH:22][S:23]([O:26][CH2:27][CH3:28])(=[O:25])=[O:24])[O:12]1.C(O)C.[BH4-].[Na+]>O.[Cl-].[NH4+]>[Cl:1][C:2]1[N:10]=[CH:9][N:8]=[C:7]2[C:3]=1[N:4]=[CH:5][N:6]2[C@H:11]1[C@@H:15]2[O:16][C:17]([CH3:19])([CH3:20])[O:18][C@@H:14]2[C@@H:13]([CH2:21][CH2:22][S:23]([O:26][CH2:27][CH3:28])(=[O:24])=[O:25])[O:12]1 |f:2.3,5.6|. Procedure details: Ethyl 2-[(3aR,4R,6R,6aR)-6-(6-chloro-9H-purin-9-yl)-2,2-dimethyltetrahydrofuro[3,4-d][1,3]dioxol-4-yl]ethenesulfonate (10.500 g, 0.024370 mol) was dissolved in ethanol (200 mL, 3 mol) in a 1-necked round-bottom flask. Sodium borohydride (507.1 mg, 0.01340 mol) was added in 2 portions, 10 min apart. The reaction was stirred for a further 15 min at 25° C. The reaction was diluted with water (400 mL) and 5M ammonium chloride in water (50 mL) and was concentrated in vacuo to remove most of the ethan... The reactants are C(C)(C)(C)OC(=O)N1[C@@H](CC(C1)=NOC)C(=O)O ((2S,4EZ)-1-(tert-butoxycarbonyl)-4-(methoxyimino)-2-pyrrolidinecarboxylic acid), C(C1=CC=CC=C1)(=O)Cl (benzoyl chloride), C(C)N(CCN)CC (N1,N1-diethyl-1,2-ethanediamine). Yields the product C(C1=CC=CC=C1)(=O)N1[C@@H](CC(C1)=NOC)C(=O)NCCN(CC)CC ((2S,4EZ)-1-benzoyl-N-[2-(diethylamino)ethyl]-4-(methoxyimino)-2-pyrrolidinecarboxamide). Reaction SMILES: C(O[C:6]([N:8]1[CH2:12][C:11](=[N:13][O:14][CH3:15])[CH2:10][C@H:9]1[C:16]([OH:18])=O)=[O:7])(C)(C)C.C(Cl)(=O)[C:20]1[CH:25]=[CH:24][CH:23]=[CH:22][CH:21]=1.[CH2:28]([N:30]([CH2:34][CH3:35])[CH2:31][CH2:32][NH2:33])[CH3:29]>>[C:6]([N:8]1[CH2:12][C:11](=[N:13][O:14][CH3:15])[CH2:10][C@H:9]1[C:16]([NH:33][CH2:32][CH2:31][N:30]([CH2:34][CH3:35])[CH2:28][CH3:29])=[O:18])(=[O:7])[C:20]1[CH:21]=[CH:22][CH:23]=[CH:24][CH:25]=1. Procedure details: Following the general method as outlined in Example 22, starting from (2S,4EZ)-1-(tert-butoxycarbonyl)-4-(methoxyimino)-2-pyrrolidinecarboxylic acid, benzoyl chloride, and N1,N1-diethyl-1,2-ethanediamine the title compound was obtained in 80% purity by LC/MS. MS(ESI+): m/z=361.2. The reactants are C1CCOC1, CC#N, Cc1cnc(N)cn1, O=C(Cl)Oc1ccccc1, c1ccncc1. Yields the product Cc1cnc(NC(=O)Oc2ccccc2)cn1. RXN SMILES: [CH2:28]1[O:29][CH2:30][CH2:31][CH2:32]1.[CH3:25][C:26]#[N:27].[NH2:1][c:2]1[n:3][cH:4][c:5]([CH3:8])[n:6][cH:7]1.[c:15]1([O:21][C:22](=[O:23])[Cl:24])[cH:16][cH:17][cH:18][cH:19][cH:20]1.[cH:9]1[cH:10][cH:11][n:12][cH:13][cH:14]1>>[NH:1]([c:2]1[n:3][cH:4][c:5]([CH3:8])[n:6][cH:7]1)[C:22]([O:21][c:15]1[cH:16][cH:17][cH:18][cH:19][cH:20]1)=[O:23]. The reactants are C(C)(=O)OC=1C=C(C=CC1OC(C)=O)C(C(=O)OCC)C (ethyl 3,4-diacetoxyphenylpropionate), CN (methylamine). Reaction conditions: temperature 150 celsius, time 2 hour. The product is CNC(C(C)C1=CC(=C(C=C1)O)O)=O (N-methyl-3,4-dihydroxyphenylpropionamide). RXN SMILES: C([O:4][C:5]1[CH:6]=[C:7]([CH:15]([CH3:21])[C:16](OCC)=[O:17])[CH:8]=[CH:9][C:10]=1[O:11]C(=O)C)(=O)C.[CH3:22][NH2:23]>>[CH3:22][NH:23][C:16](=[O:17])[CH:15]([C:7]1[CH:8]=[CH:9][C:10]([OH:11])=[C:5]([OH:4])[CH:6]=1)[CH3:21]. Procedure: A mixture of 2 g of ethyl 3,4-diacetoxyphenylpropionate and 2.1 g of a 40% aqueous methylamine solution was heated to 150° C. with stirring for 2 hours in an autoclave. After cooling, the reaction mixture was acidified, extracted three times with 25 ml of ethyl acetate and dried over anhydrous sodium sulfate. After distilling off the solvent under reduced pressure, the residue was purified by column chromatography using silica gel. A solvent mixture of chloroform:methanol=20:1 was used as eluent... Reactants: C(C1=CC=CC=C1)(=O)C(C(=O)OCC)=CCC (ethyl 2-benzoyl-2-pentenoate), BrN1C(CCC1=O)=O (N-bromosuccinimide). The solvent is C(Cl)(Cl)(Cl)Cl (carbon tetrachloride). Yields the product CC1=CC(=C(O1)C1=CC=CC=C1)C(=O)OCC (ethyl 5-methyl-2-phenyl-3-furoate). Yield: 92.3%. RXN SMILES: [C:1]([C:9](=[CH:15][CH2:16][CH3:17])[C:10]([O:12][CH2:13][CH3:14])=[O:11])(=[O:8])[C:2]1[CH:7]=[CH:6][CH:5]=[CH:4][CH:3]=1.BrN1C(=O)CCC1=O>C(Cl)(Cl)(Cl)Cl>[CH3:17][C:16]1[O:8][C:1]([C:2]2[CH:7]=[CH:6][CH:5]=[CH:4][CH:3]=2)=[C:9]([C:10]([O:12][CH2:13][CH3:14])=[O:11])[CH:15]=1. Reported procedure: A mixture of 4.65 g (0.02 mole) ethyl 2-benzoyl-2-pentenoate and 3.56 g (0.02 mole) N-bromosuccinimide in 50 ml of carbon tetrachloride was heated at reflux for 2 hours. After cooling, the succinimide was removed by filtration and the solution concentrated. Distillation of the crude product gave 4.25 g (92%) of ethyl 5-methyl-2-phenyl-3-furoate, bp 133°-135° C. (0.6 mm). The reactants are Cl.C(C)N(CCS)CC (2-diethylaminoethyl mercaptan hydrochloride), [H-].[Na+] (sodium hydride), C1(=CC=CC=C1)C1=[N+](ON=C1[N+](=O)[O-])[O-] (3-phenyl-4-nitrofuroxan). The solvent is C1CCOC1 (THF). Conditions: time 1 hour. The product is Cl.C1(=CC=CC=C1)C1=[N+](ON=C1SCCN(CC)CC)[O-] (3-Phenyl-4-(2-diethylaminoethylmercapto)-1,2,5-oxadiazole-2-oxide hydrochloride). RXN SMILES: [ClH:1].[CH2:2]([N:4]([CH2:8][CH3:9])[CH2:5][CH2:6][SH:7])[CH3:3].[H-].[Na+].[C:12]1([C:18]2[C:22]([N+]([O-])=O)=[N:21][O:20][N+:19]=2[O-:26])[CH:17]=[CH:16][CH:15]=[CH:14][CH:13]=1>C1COCC1>[ClH:1].[C:12]1([C:18]2[C:22]([S:7][CH2:6][CH2:5][N:4]([CH2:8][CH3:9])[CH2:2][CH3:3])=[N:21][O:20][N+:19]=2[O-:26])[CH:13]=[CH:14][CH:15]=[CH:16][CH:17]=1 |f:0.1,2.3,6.7|. Reported procedure: 4.75 g of 2-diethylaminoethyl mercaptan hydrochloride are slowly treated with 3.3 g of a 50% strength sodium hydride in oil suspension in 100 ml of THF under a nitrogen atmosphere. After 1 hour, 5 g of 3-phenyl-4-nitrofuroxan are introduced and the mixture is stirred for 20 hours. The inorganic salts are filtered off with suction and the filtrate is concentrated. The residue is taken up in water and extracted with methylene chloride. After drying and concentrating, the residue is dissolved in et... The reactants are CCOC(=O)c1ccc(Cl)o1, CCO, [Na+], [OH-]. Yields the product O=C(O)c1ccc(Cl)o1. Reaction SMILES: [CH2:1]([CH3:2])[O:3][C:4](=[O:5])[c:6]1[o:7][c:8]([Cl:11])[cH:9][cH:10]1.[CH3:14][CH2:15][OH:16].[Na+:13].[OH-:12]>>[O:3]=[C:4]([OH:5])[c:6]1[o:7][c:8]([Cl:11])[cH:9][cH:10]1.